This data is from the Open Reaction Database (ORD), a public repository of structured organic reaction records. The task is: describe an organic reaction: reactants, conditions, products, and yield Starting materials: BrC=1C=CC(=NC1)C(=O)O (5-bromo-2-picolinic acid), C1(CC1)C=1C=C(C(=NC1)N1CCNCC1)C (1-(5-cyclopropyl-3-methylpyridin-2-yl)piperazine). Yields the product BrC=1C=CC(=NC1)C(=O)N1CCN(CC1)C1=NC=C(C=C1C)C1CC1 ((5-bromopyridin-2-yl)[4-(5-cyclopropyl-3-methylpyridin-2-yl)piperazin-1-yl]methanone). Yield: 47.0%. As a reaction SMILES: [Br:1][C:2]1[CH:3]=[CH:4][C:5]([C:8]([OH:10])=O)=[N:6][CH:7]=1.[CH:11]1([C:14]2[CH:15]=[C:16]([CH3:26])[C:17]([N:20]3[CH2:25][CH2:24][NH:23][CH2:22][CH2:21]3)=[N:18][CH:19]=2)[CH2:13][CH2:12]1>>[Br:1][C:2]1[CH:3]=[CH:4][C:5]([C:8]([N:23]2[CH2:24][CH2:25][N:20]([C:17]3[C:16]([CH3:26])=[CH:15][C:14]([CH:11]4[CH2:12][CH2:13]4)=[CH:19][N:18]=3)[CH2:21][CH2:22]2)=[O:10])=[N:6][CH:7]=1. Reported procedure: By reaction and treatment in the same manner as in Preparation Example 60 and using 5-bromo-2-picolinic acid (1.5 g) and 1-(5-cyclopropyl-3-methylpyridin-2-yl)piperazine (1.8 g) described in Preparation Example 96, the title compound (1.4 g) was obtained. The reactants are FCC(CF)OC=1C=C(C(=O)NC2=NN(C=C2)C)C=C(C1)O (3-{[2-fluoro-1-(fluoromethyl)ethyl]oxy}-5-hydroxy-N-(1-methyl-1H-pyrazol-3-yl)benzamide), N1(CCC1)C(=O)C=1C=C(C(=NC1)Cl)Cl (5-(azetidin-1-ylcarbonyl)-2,3-dichloropyridine), C([O-])([O-])=O.[K+].[K+] (potassium carbonate). The solvent is C(C)#N (acetonitrile). Conditions: temperature 120 celsius, time 4 hour. Yields the product N1(CCC1)C(=O)C=1C=C(C(=NC1)OC=1C=C(C(=O)NC2=NN(C=C2)C)C=C(C1)OC(CF)CF)Cl (3-{[5-(Azetidin-1-ylcarbonyl)-3-chloropyridin-2-yl]oxy}-5-{[2-fluoro-1-(fluoromethyl)ethyl]oxy}-N-(1-methyl-1H-pyrazol-3-yl)benzamide). The yield is 73.2%. As a reaction SMILES: [F:1][CH2:2][CH:3]([O:6][C:7]1[CH:8]=[C:9]([CH:19]=[C:20]([OH:22])[CH:21]=1)[C:10]([NH:12][C:13]1[CH:17]=[CH:16][N:15]([CH3:18])[N:14]=1)=[O:11])[CH2:4][F:5].[N:23]1([C:27]([C:29]2[CH:30]=[C:31]([Cl:36])[C:32](Cl)=[N:33][CH:34]=2)=[O:28])[CH2:26][CH2:25][CH2:24]1.C(=O)([O-])[O-].[K+].[K+]>C(#N)C>[N:23]1([C:27]([C:29]2[CH:30]=[C:31]([Cl:36])[C:32]([O:22][C:20]3[CH:19]=[C:9]([CH:8]=[C:7]([O:6][CH:3]([CH2:2][F:1])[CH2:4][F:5])[CH:21]=3)[C:10]([NH:12][C:13]3[CH:17]=[CH:16][N:15]([CH3:18])[N:14]=3)=[O:11])=[N:33][CH:34]=2)=[O:28])[CH2:26][CH2:25][CH2:24]1 |f:2.3.4|. Procedure details: A mixture of 3-{[2-fluoro-1-(fluoromethyl)ethyl]oxy}-5-hydroxy-N-(1-methyl-1H-pyrazol-3-yl)benzamide (200 mg, 0.64 mmol), 5-(azetidin-1-ylcarbonyl)-2,3-dichloropyridine (164 mg, 0.71 mmol) and potassium carbonate (178 mg, 1.28 mmol) in acetonitrile (5 mL) was stirred in a ‘Biotage initiator Microwave’ at 120° C. for 4 hours. The solvent was removed in vacuo and the residue partitioned between ethyl acetate and water (100 mL), the organic layer washed with brine (50 mL), dried (MgSO4), filtered a... The reactants are N1(N=CC2=C1C=CS2)C(C)=O (1-(thieno[3,2-c]pyrazol-1-yl)-ethanone), BrN1C(CCC1=O)=O (N-bromosuccinimide). Solvent: C(Cl)(Cl)Cl (chloroform). Reaction conditions: temperature 50 celsius, time 17 hour. Yields the product BrC1=CC=2N(N=CC2S1)C(C)=O (1-(5-bromo-thieno[3,2-c]pyrazol-1-yl)-ethanone). Isolated yield 84.2%. Reaction SMILES: [N:1]1([C:9](=[O:11])[CH3:10])[C:5]2[CH:6]=[CH:7][S:8][C:4]=2[CH:3]=[N:2]1.[Br:12]N1C(=O)CCC1=O>C(Cl)(Cl)Cl>[Br:12][C:7]1[S:8][C:4]2[CH:3]=[N:2][N:1]([C:9](=[O:11])[CH3:10])[C:5]=2[CH:6]=1. Reported procedure: A mixture of 1-(thieno[3,2-c]pyrazol-1-yl)-ethanone (5.00 g, 30.1 mmol), N-bromosuccinimide (16.1 g, 90.4 mmol), and chloroform (100 mL) was heated at 50° C. under nitrogen for 5 hours. The orange mixture was stirred at room temperature for an additional 17 hours. The red-orange mixture was filtered, the insolubles washed twice with dichloromethane (60 mL). The filtrate was washed with 10% aqueous NaHSO3 (60 mL) and then twice with water (60 mL), then dried over magnesium sulfate, and concentrat... Reactants: ClC=1N=C(C2=C(N1)C=C(S2)CN2CCC(CC2)(O)C2=CC=CC=C2)N2CCOCC2 (1-(2-Chloro-4-morpholin-4-yl-thieno[3,2-d]pyrimidin-6-ylmethyl)-4-phenyl-piperidin-4-ol), NC1=NC=C(C=N1)B(O)O (2-aminopyrimidine-5-boronic acid). The product is NC1=NC=C(C=N1)C=1N=C(C2=C(N1)C=C(S2)CN2CCC(CC2)(O)C2=CC=CC=C2)N2CCOCC2 (1-((2-(2-aminopyrimidin-5-yl)-4-morpholinothieno[3,2-d]pyrimidin-6-yl)methyl)-4-phenylpiperidin-4-ol). RXN SMILES: Cl[C:2]1[N:3]=[C:4]([N:25]2[CH2:30][CH2:29][O:28][CH2:27][CH2:26]2)[C:5]2[S:10][C:9]([CH2:11][N:12]3[CH2:17][CH2:16][C:15]([C:19]4[CH:24]=[CH:23][CH:22]=[CH:21][CH:20]=4)([OH:18])[CH2:14][CH2:13]3)=[CH:8][C:6]=2[N:7]=1.[NH2:31][C:32]1[N:37]=[CH:36][C:35](B(O)O)=[CH:34][N:33]=1>>[NH2:31][C:32]1[N:37]=[CH:36][C:35]([C:2]2[N:3]=[C:4]([N:25]3[CH2:30][CH2:29][O:28][CH2:27][CH2:26]3)[C:5]3[S:10][C:9]([CH2:11][N:12]4[CH2:17][CH2:16][C:15]([C:19]5[CH:24]=[CH:23][CH:22]=[CH:21][CH:20]=5)([OH:18])[CH2:14][CH2:13]4)=[CH:8][C:6]=3[N:7]=2)=[CH:34][N:33]=1. Procedure: 1-(2-Chloro-4-morpholin-4-yl-thieno[3,2-d]pyrimidin-6-ylmethyl)-4-phenyl-piperidin-4-ol was reacted with 2-aminopyrimidine-5-boronic acid in General Procedure A. Purification on silica gave 289, purity 95%. NMR (400 MHz 1H DMSO): 9.12 (s, 2H); 7.50 (d, 2H, J=7.26); 7.34 (d, 2H, J=11.96); 7.32 (d, 1H, J=15.36); 7.21 (t, 1H, J=7.28); 7.04 (s, 2H); 3.96 (t, 4H, J=4.70); 3.89 (s, 2H); 3.79 (t, 4H, J=4.67); 2.74 (d, 2H, J=10.55); 2.58 (t, 2H, J=10.65); 2.97 (m, 2H); 1.65, (d, 2H, J=12.40). LC-MS (m+1... Starting materials: CCOC1(O[Si](C)(C)C)CC1, CC1(C)CC(c2ccccc2N2CCNCC2)CC(C)(C)C1, CC(=O)O, CCOC(C)=O, CO. The product is CC1(C)CC(c2ccccc2N2CCN(C3CC3)CC2)CC(C)(C)C1. As a reaction SMILES: [CH2:23]([O:24][C:26]1([O:25][Si:29]([CH3:30])([CH3:31])[CH3:32])[CH2:27][CH2:28]1)[CH3:33].[CH3:1][C:2]1([CH3:22])[CH2:3][CH:4]([c:10]2[c:11]([N:16]3[CH2:17][CH2:18][NH:19][CH2:20][CH2:21]3)[cH:12][cH:13][cH:14][cH:15]2)[CH2:5][C:6]([CH3:8])([CH3:9])[CH2:7]1.[CH3:34][C:35](=[O:36])[OH:37].[CH3:38][CH2:39][O:40][C:41](=[O:42])[CH3:43].[CH3:44][OH:45]>>[CH3:1][C:2]1([CH3:22])[CH2:3][CH:4]([c:10]2[c:11]([N:16]3[CH2:17][CH2:18][N:19]([CH:26]4[CH2:27][CH2:28]4)[CH2:20][CH2:21]3)[cH:12][cH:13][cH:14][cH:15]2)[CH2:5][C:6]([CH3:8])([CH3:9])[CH2:7]1.